This data is from the Open Reaction Database (ORD), a public repository of structured organic reaction records. The task is: describe an organic reaction: reactants, conditions, products, and yield Reactants: C(=O)C=CN1C(NCC1)=N[N+](=O)[O-] (1-(formylvinyl)-2-nitroiminoimidazolidine), ClC1=NC=C(C=C1)CCl (2-chloro-5-chloromethylpyridine), [H-].[Na+] (sodium hydride), CN(C)C=O (DMF). Run in O (water). Conditions: temperature 40 celsius, time 15 minute. Product: ClC1=NC=C(C=C1)CN1C(N(CC1)C=CC=O)=N[N+](=O)[O-] (1-(2-chloropyridin-5-ylmethyl)-2-nitroimino-3-(2-formylvinyl)imidazolidine). Yield: 45.6%. RXN SMILES: [CH:1]([CH:3]=[CH:4][N:5]1[CH2:9][CH2:8][NH:7][C:6]1=[N:10][N+:11]([O-:13])=[O:12])=[O:2].[H-].[Na+].CN(C=O)C.[Cl:21][C:22]1[CH:27]=[CH:26][C:25]([CH2:28]Cl)=[CH:24][N:23]=1>O>[Cl:21][C:22]1[CH:27]=[CH:26][C:25]([CH2:28][N:7]2[CH2:8][CH2:9][N:5]([CH:4]=[CH:3][CH:1]=[O:2])[C:6]2=[N:10][N+:11]([O-:13])=[O:12])=[CH:24][N:23]=1 |f:1.2|. Reported procedure: A mixture comprising 3.0 g of 1-(formylvinyl)-2-nitroiminoimidazolidine, 0.7 g of sodium hydride and 30 ml of DMF was stirred at 40° C. for 15 minutes. After this was cooled to room temperature, 3.2 g of 2-chloro-5-chloromethylpyridine was added thereto and stirred at 60° C for 2 hours. The reaction mixture was poured into water, extracted with ethyl acetate, washed with water, dried (with anhydrous MgSO4) and concentrated to give an oily residue. This was purified by column chromatography (sili... Starting materials: C(C)(=O)NC1=CC=C(C=C1)C=1C=CC2=C(CC(O2)C(=O)O)C1 (5-(4-(acetylamino)phenyl)-2,3-dihydro-2-benzofurancarboxylic acid), C(C)O (ethanol), ( 3A ). Reagents/catalysts: S(O)(O)(=O)=O (sulfuric acid). Run at time 4 hour. Product: C(C)(=O)NC1=CC=C(C=C1)C=1C=CC2=C(CC(O2)C(=O)OCC)C1 (ethyl 5-(4-(acetylamino)phenyl)-2,3-dihydro-2-benzofurancarboxylate). Reaction SMILES: [C:1]([NH:4][C:5]1[CH:10]=[CH:9][C:8]([C:11]2[CH:12]=[CH:13][C:14]3[O:18][CH:17]([C:19]([OH:21])=[O:20])[CH2:16][C:15]=3[CH:22]=2)=[CH:7][CH:6]=1)(=[O:3])[CH3:2].[CH2:23](O)[CH3:24]>S(=O)(=O)(O)O>[C:1]([NH:4][C:5]1[CH:6]=[CH:7][C:8]([C:11]2[CH:12]=[CH:13][C:14]3[O:18][CH:17]([C:19]([O:21][CH2:23][CH3:24])=[O:20])[CH2:16][C:15]=3[CH:22]=2)=[CH:9][CH:10]=1)(=[O:3])[CH3:2]. Reported procedure: 5 drops of concentrated sulfuric acid was added to a mixture of 3.2 g of 7C and 150 ml of ethanol. The mixture was heated under reflux, using a Soxhlet extractor filled with molecular sieve (3A). After 4 hours, the solvent was evaporated under reduced pressure, and the residue was dissolved in chloroform. The solution was washed with saturated sodium bicarbonate solution, dried (MgSO4) and the solvent was evaporated under reduced pressure. The residue was dry column chromatographed over silica g... Product: CCOC(=O)CCCn1cc(C(=O)c2cccc(OC(C(=O)OCc3ccccc3)c3ccc(CC(C)C)cc3)c2)c2ccccc21. As a reaction SMILES: [Br:27][CH:28]([C:29](=[O:30])[O:31][CH2:32][c:33]1[cH:34][cH:35][cH:36][cH:37][cH:38]1)[c:39]1[cH:40][cH:41][c:42]([CH2:45][CH:46]([CH3:47])[CH3:48])[cH:43][cH:44]1.[CH:49]([N:50]([CH:51]([CH3:52])[CH3:53])[CH2:54][CH3:55])([CH3:56])[CH3:57].[Cl:58][CH2:59][Cl:60].[OH:1][c:2]1[cH:3][c:4]([C:5](=[O:6])[c:7]2[cH:8][n:9]([CH2:16][CH2:17][CH2:18][C:19](=[O:20])[O:21][CH2:22][CH3:23])[c:10]3[cH:11][cH:12][cH:13][cH:14][c:15]23)[cH:24][cH:25][cH:26]1>>[O:1]([c:2]1[cH:3][c:4]([C:5](=[O:6])[c:7]2[cH:8][n:9]([CH2:16][CH2:17][CH2:18][C:19](=[O:20])[O:21][CH2:22][CH3:23])[c:10]3[cH:11][cH:12][cH:13][cH:14][c:15]23)[cH:24][cH:25][cH:26]1)[CH:28]([C:29](=[O:30])[O:31][CH2:32][c:33]1[cH:34][cH:35][cH:36][cH:37][cH:38]1)[c:39]1[cH:40][cH:41][c:42]([CH2:45][CH:46]([CH3:47])[CH3:48])[cH:43][cH:44]1. Starting materials: CC(C)Cc1ccc(C(Br)C(=O)OCc2ccccc2)cc1, CCN(C(C)C)C(C)C, ClCCl, CCOC(=O)CCCn1cc(C(=O)c2cccc(O)c2)c2ccccc21. Starting materials: N1(CCCCC1)CC1=CC=C(N\C(\C2=CC=CC=C2)=C\2/C(NC3=CC(=CC=C23)C(=O)O)=O)C=C1 (3-Z-[1-(4-(piperidin-1-yl-methyl)-anilino)-1-phenyl-methylene]-6-carboxy-2-indolinone), C(C)NC (N-ethyl-N-methyl-amine). Product: N1(CCCCC1)CC1=CC=C(N\C(\C2=CC=CC=C2)=C\2/C(NC3=CC(=CC=C23)C(N(C)CC)=O)=O)C=C1 (3-Z-[1-(4-(piperidin-1-yl-methyl)-anilino)-1-phenyl-methylene]-6-(N-ethyl-N-methyl-carbamoyl)-2-indolinone). Reaction SMILES: [N:1]1([CH2:7][C:8]2[CH:34]=[CH:33][C:11]([NH:12]/[C:13](=[C:20]3\[C:21](=[O:32])[NH:22][C:23]4[C:28]\3=[CH:27][CH:26]=[C:25]([C:29]([OH:31])=O)[CH:24]=4)/[C:14]3[CH:19]=[CH:18][CH:17]=[CH:16][CH:15]=3)=[CH:10][CH:9]=2)[CH2:6][CH2:5][CH2:4][CH2:3][CH2:2]1.[CH2:35]([NH:37][CH3:38])[CH3:36]>>[N:1]1([CH2:7][C:8]2[CH:9]=[CH:10][C:11]([NH:12]/[C:13](=[C:20]3\[C:21](=[O:32])[NH:22][C:23]4[C:28]\3=[CH:27][CH:26]=[C:25]([C:29](=[O:31])[N:37]([CH2:35][CH3:36])[CH3:38])[CH:24]=4)/[C:14]3[CH:15]=[CH:16][CH:17]=[CH:18][CH:19]=3)=[CH:33][CH:34]=2)[CH2:6][CH2:5][CH2:4][CH2:3][CH2:2]1. Procedure details: Prepared from 3-Z-[1-(4-(piperidin-1-yl-methyl)-anilino)-1-phenyl-methylene]-6-carboxy-2-indolinone and N-ethyl-N-methyl-amine Rf value: 0.5 (aluminium oxide, methylene chloride/ethanol=20:1) C31H34N4O2 The reactants are O=C(Cl)OCc1ccccc1, ClC(Cl)Cl, CC(C)O, CN1CC(N)CC2c3cccc4[nH]cc(c34)CC21, [Na+], [OH-]. Yields the product CN1CC(NC(=O)OCc2ccccc2)CC2c3cccc4[nH]cc(c34)CC21. Reaction SMILES: [C:1](=[O:2])([O:3][CH2:4][c:5]1[cH:6][cH:7][cH:8][cH:9][cH:10]1)[Cl:11].[CH:30]([Cl:31])([Cl:32])[Cl:33].[CH:34]([OH:35])([CH3:36])[CH3:37].[NH2:12][CH:13]1[CH2:14][N:15]([CH3:29])[CH:16]2[CH2:17][c:18]3[cH:19][nH:20][c:21]4[cH:22][cH:23][cH:24][c:25]([c:28]34)[CH:26]2[CH2:27]1.[Na+:39].[OH-:38]>>[C:1](=[O:2])([O:3][CH2:4][c:5]1[cH:6][cH:7][cH:8][cH:9][cH:10]1)[NH:12][CH:13]1[CH2:14][N:15]([CH3:29])[CH:16]2[CH2:17][c:18]3[cH:19][nH:20][c:21]4[cH:22][cH:23][cH:24][c:25]([c:28]34)[CH:26]2[CH2:27]1. The reactants are NC=1C(=C(C=CC1)NC(=S)NC1=C(C=C(C=C1)Cl)Cl)NCCCCCO (N-{3-amino-2-[(5-hydroxypentyl)amino]phenyl}-N′-(2,4-dichlorophenyl)thiourea), Cl.C(C)N=C=NCCCN(C)C (1-ethyl-3-(3-dimethylaminopropyl)carbodiimide hydrochloride), resultant mixture. The solvent is C(C)(=O)OCC (ethyl acetate), O1CCCC1 (tetrahydrofuran). The product is NC1=CC=CC2=C1N(C(=N2)NC2=C(C=C(C=C2)Cl)Cl)CCCCCO (5-{7-Amino-2-[(2,4-dichlorophenyl)amino]-1H-benzimidazol-1-yl}pentan-1-ol). Yield: 60.7%. As a reaction SMILES: [NH2:1][C:2]1[C:3]([NH:20][CH2:21][CH2:22][CH2:23][CH2:24][CH2:25][OH:26])=[C:4]([NH:8][C:9]([NH:11][C:12]2[CH:17]=[CH:16][C:15]([Cl:18])=[CH:14][C:13]=2[Cl:19])=S)[CH:5]=[CH:6][CH:7]=1.Cl.C(N=C=NCCCN(C)C)C>O1CCCC1.C(OCC)(=O)C>[NH2:1][C:2]1[C:3]2[N:20]([CH2:21][CH2:22][CH2:23][CH2:24][CH2:25][OH:26])[C:9]([NH:11][C:12]3[CH:17]=[CH:16][C:15]([Cl:18])=[CH:14][C:13]=3[Cl:19])=[N:8][C:4]=2[CH:5]=[CH:6][CH:7]=1 |f:1.2|. Procedure: To a solution of N-{3-amino-2-[(5-hydroxypentyl)amino]phenyl}-N′-(2,4-dichlorophenyl)thiourea (Reference Example 111; 554 mg, 1.34 mmol) in tetrahydrofuran (15 mL) was added 1-ethyl-3-(3-dimethylaminopropyl)carbodiimide hydrochloride (771 mg, 4.02 mmol) at room temperature. The resultant mixture was stirred at 40° C. for 2.5 hr. The reaction mixture was diluted with ethyl acetate, washed with water and brine, dried over anhydrous sodium sulfate, filtered and concentrated in vacuo. The residue wa... Reaction SMILES: [OH:1][C:2]1[CH:9]=[CH:8][C:5]([CH:6]=[O:7])=[CH:4][CH:3]=1.C(=O)([O-])[O-].[K+].[K+].Br[C:17]([CH3:26])([CH3:25])[C:18]([O:20][C:21]([CH3:24])([CH3:23])[CH3:22])=[O:19].O>CN(C)C=O>[CH:6]([C:5]1[CH:8]=[CH:9][C:2]([O:1][C:17]([CH3:26])([CH3:25])[C:18]([O:20][C:21]([CH3:24])([CH3:23])[CH3:22])=[O:19])=[CH:3][CH:4]=1)=[O:7] |f:1.2.3|. Isolated yield 42.0%. Solvent: CN(C=O)C (N,N-dimethylformamide). Procedure details: 24.42 g (200 mmol) of 4-hydroxybenzaldehyde are dissolved in 250 ml of N,N-dimethylformamide and treated with 27.64 g (200 mmol) of potassium carbonate. At 100° C., 53.55 g (240 mmol) of tert-butyl α-bromoisobutyrate are added dropwise. The mixture is stirred for another hour, a further 200 mmol of potassium carbonate and 240 mmol of tert-butyl α-bromoisobutyrate are added and, after 4 hours at 100° C., 1 l of water is added. Following extraction with diethyl ether, washing with 1 N aqeuous sodi... Product: C(=O)C1=CC=C(OC(C(=O)OC(C)(C)C)(C)C)C=C1 (tert-Butyl 2-(4-formylphenoxy)-2-methylpropanoate). Starting materials: C([O-])([O-])=O.[K+].[K+] (potassium carbonate), BrC(C(=O)OC(C)(C)C)(C)C (tert-butyl α-bromoisobutyrate), C([O-])([O-])=O.[K+].[K+] (potassium carbonate), OC1=CC=C(C=O)C=C1 (4-hydroxybenzaldehyde), BrC(C(=O)OC(C)(C)C)(C)C (tert-butyl α-bromoisobutyrate), O (water). The reactants are [N+](=O)([O-])C=1C=CC(=C(C1)CO)OC(F)(F)F ((5-Nitro-2-trifluoromethoxy-phenyl)-methanol). Solvent: CCOC(=O)C (EtOAc). Reaction conditions: time 3 hour. Yields the product NC=1C=CC(=C(C1)CO)OC(F)(F)F ((5-amino-2-trifluoromethoxy-phenyl)-methanol). Isolated yield 96.0%. Reaction SMILES: [N+:1]([C:4]1[CH:5]=[CH:6][C:7]([O:12][C:13]([F:16])([F:15])[F:14])=[C:8]([CH2:10][OH:11])[CH:9]=1)([O-])=O>CCOC(C)=O>[NH2:1][C:4]1[CH:5]=[CH:6][C:7]([O:12][C:13]([F:14])([F:15])[F:16])=[C:8]([CH2:10][OH:11])[CH:9]=1. Reported procedure: (5-Nitro-2-trifluoromethoxy-phenyl)-methanol (2 g, 8.4 mmol) was dissolved in EtOAc (50 mL) and was degassed. Pd/C (200 mg) was then added and the mixture was degassed again. The solution was hydrogenated with a balloon for 3 h. After the reaction was complete, the solution was filtered through diatomaceous earth and the residue was chromatographed with 95:5 CH2Cl2:MeOH as an eluent to give 1.67 g (96%) of (5-amino-2-trifluoromethoxy-phenyl)-methanol as a yellow solid. Reactants: ClC1=NC=2C=CC(=CC2C=2N1N=C(N2)C=2OC=CC2)Cl (5,9-dichloro-2(2-furyl)[1,2,4]triazolo[1,5-c]quinazoline), CN (methylamine). Solvent: O1CCCC1 (tetrahydrofuran). The product is ClC1=CC=2C=3N(C(=NC2C=C1)NC)N=C(N3)C=3OC=CC3 (9-Chloro-2-(2-furyl)-5-methylamino[1,2,4]triazolo[1,5-c]quinazoline). Reaction SMILES: Cl[C:2]1[N:11]2[N:12]=[C:13]([C:15]3[O:16][CH:17]=[CH:18][CH:19]=3)[N:14]=[C:10]2[C:9]2[CH:8]=[C:7]([Cl:20])[CH:6]=[CH:5][C:4]=2[N:3]=1.[CH3:21][NH2:22]>O1CCCC1>[Cl:20][C:7]1[CH:6]=[CH:5][C:4]2[N:3]=[C:2]([NH:22][CH3:21])[N:11]3[N:12]=[C:13]([C:15]4[O:16][CH:17]=[CH:18][CH:19]=4)[N:14]=[C:10]3[C:9]=2[CH:8]=1. Procedure details: To a solution of 1.45 g of 5,9-dichloro-2(2-furyl)[1,2,4]triazolo[1,5-c]quinazoline in dry tetrahydrofuran (150 cc) at 50° is added gaseous methylamine over 40 minutes. The mixture is concentrated to dryness, triturated with water and filtered to afford a white solid. This is recrystallized by dissolution in hot toluene and, after several minutes of heating to remove water by azeotropic distillation, addition of cyclohexane during cooling. Pure 9-Chloro-2-(2-furyl)-5-methylamino[1,2,4]triazolo[1... Starting materials: Cl.C(C1=CC=CC=C1)(=O)C1SC2=C(N(C1=O)CCCN(C)C)C=CC=C2 (2-Benzoyl-4-[3-(dimethylamino)propyl]-2H-1,4-benzothiazin-3(4H)-one, hydrochloride), ClC1=CC(=CC=C1)C(=O)OO (m-chloroperbenzoic acid). Run in C(Cl)(Cl)Cl (chloroform). Reaction conditions: time 2 hour. Yields the product Cl.C(C1=CC=CC=C1)(=O)C1S(C2=C(N(C1=O)CCCN(C)C)C=CC=C2)=O (2-Benzoyl-4-[3-(dimethylamino)propyl]-2H-1,4-benzothiazin-3(4H)-one-1-oxide, hydrochloride). Reaction SMILES: Cl.[C:2]([CH:10]1[C:15](=[O:16])[N:14]([CH2:17][CH2:18][CH2:19][N:20]([CH3:22])[CH3:21])[C:13]2[CH:23]=[CH:24][CH:25]=[CH:26][C:12]=2[S:11]1)(=[O:9])[C:3]1[CH:8]=[CH:7][CH:6]=[CH:5][CH:4]=1.[Cl:27]C1C=CC=C(C(OO)=[O:35])C=1>C(Cl)(Cl)Cl>[ClH:27].[C:2]([CH:10]1[C:15](=[O:16])[N:14]([CH2:17][CH2:18][CH2:19][N:20]([CH3:22])[CH3:21])[C:13]2[CH:23]=[CH:24][CH:25]=[CH:26][C:12]=2[S:11]1=[O:35])(=[O:9])[C:3]1[CH:4]=[CH:5][CH:6]=[CH:7][CH:8]=1 |f:0.1,4.5|. Reported procedure: By treating the product from Example 2 (B) with a chloroform solution containing 1 equivalent of m-chloroperbenzoic acid and allowing the mixture to stand for about two hours at room temperature, the title product is obtained.